This data is from the Open Reaction Database (ORD), a public repository of structured organic reaction records. The task is: describe an organic reaction: reactants, conditions, products, and yield The reactants are N(O)=C(C(=O)OCC)C(=O)C (ethyl 2-oximinoacetoacetate), FC(OC1=CC=C(CN)C=C1)(F)F (4-(trifluoromethoxy)benzylamine). Solvent: C(C)#N (acetonitrile). Conditions: temperature 0 celsius. Yields the product C(C)OC(=O)C=1N=C(NC1C)C1=CC=C(C=C1)OC(F)(F)F (5-methyl-2-(4-trifluoromethoxy-phenyl)-1H-imidazole-4-carboxylic acid ethyl ester). Yield: 71.8%. Reaction SMILES: [N:1](=[C:3]([C:9]([CH3:11])=O)[C:4]([O:6][CH2:7][CH3:8])=[O:5])O.[F:12][C:13]([F:24])([F:23])[O:14][C:15]1[CH:22]=[CH:21][C:18]([CH2:19][NH2:20])=[CH:17][CH:16]=1>C(#N)C>[CH2:7]([O:6][C:4]([C:3]1[N:1]=[C:19]([C:18]2[CH:21]=[CH:22][C:15]([O:14][C:13]([F:12])([F:23])[F:24])=[CH:16][CH:17]=2)[NH:20][C:9]=1[CH3:11])=[O:5])[CH3:8]. Reported procedure: To a solution of 7.9 g of ethyl 2-oximinoacetoacetate in acetonitrile (100 ml) was added 10.5 g of 4-(trifluoromethoxy)benzylamine (as R4—CH2—NH2). The reaction mixture was then refluxed for 17 hours under argon atmosphere. After such time the reaction mixture was cooled down to 0° C., the solid was filtered off, washed with acetonitrile, and dried in vacuo to yield 11.2 g of a light yellow powder, MS (ISP) 315 (M+H)+. Starting materials: C(C=C)(=O)OC1CC(N(C(C1)(C)C)OC1CCCCC1)(C)C (1-cyclohexyloxy-2,2,6,6-tetramethylpiperidin-4-yl acrylate), C(CCCCCCCCC(=O)OC1CC(N(C(C1)(C)C)O)(C)C)(=O)OC1CC(N(C(C1)(C)C)O)(C)C (bis(1-hydroxy-2,2,6,6-tetramethylpiperidin-4-yl) sebacate). Yields the product C(CCCCCCCCC(=O)OC1CC(N(C(C1)(C)C)OCC(OC1CC(N(C(C1)(C)C)OC1CCCCC1)(C)C)=C=O)(C)C)(=O)OC1CC(N(C(C1)(C)C)OCC(OC1CC(N(C(C1)(C)C)OC1CCCCC1)(C)C)=C=O)(C)C (Bis(1-[2-(1-cyclohexyloxy-2,2,6,6-tetramethylpiperidin-4-yl oxy)-carbonylethoxy]-2,2,6,6-tetramethylpiperidin-4-yl) Sebacate). RXN SMILES: C([O:5][CH:6]1[CH2:11][C:10]([CH3:13])([CH3:12])[N:9]([O:14][CH:15]2[CH2:20][CH2:19][CH2:18][CH2:17][CH2:16]2)[C:8]([CH3:22])([CH3:21])[CH2:7]1)(=O)C=C.[C:23]([O:47][CH:48]1[CH2:53][C:52]([CH3:55])([CH3:54])[N:51]([OH:56])[C:50]([CH3:58])([CH3:57])[CH2:49]1)(=[O:46])[CH2:24][CH2:25][CH2:26][CH2:27][CH2:28][CH2:29][CH2:30][CH2:31][C:32]([O:34][CH:35]1[CH2:40][C:39]([CH3:42])([CH3:41])[N:38]([OH:43])[C:37]([CH3:45])([CH3:44])[CH2:36]1)=[O:33]>>[C:23]([O:47][CH:48]1[CH2:49][C:50]([CH3:58])([CH3:57])[N:51]([O:56][CH2:17][C:16](=[C:15]=[O:14])[O:5][CH:6]2[CH2:11][C:10]([CH3:12])([CH3:13])[N:9]([O:14][CH:15]3[CH2:20][CH2:19][CH2:18][CH2:17][CH2:16]3)[C:8]([CH3:22])([CH3:21])[CH2:7]2)[C:52]([CH3:55])([CH3:54])[CH2:53]1)(=[O:46])[CH2:24][CH2:25][CH2:26][CH2:27][CH2:28][CH2:29][CH2:30][CH2:31][C:32]([O:34][CH:35]1[CH2:36][C:37]([CH3:44])([CH3:45])[N:38]([O:43][CH2:8][C:7](=[C:6]=[O:5])[O:5][CH:6]2[CH2:11][C:10]([CH3:12])([CH3:13])[N:9]([O:14][CH:15]3[CH2:20][CH2:19][CH2:18][CH2:17][CH2:16]3)[C:8]([CH3:21])([CH3:22])[CH2:7]2)[C:39]([CH3:41])([CH3:42])[CH2:40]1)=[O:33]. Procedure: The title compound is prepared from 1-cyclohexyloxy-2,2,6,6-tetramethylpiperidin-4-yl acrylate and bis(1-hydroxy-2,2,6,6-tetramethylpiperidin-4-yl) sebacate according to the general procedure of Example 2.